From a dataset of the Open Reaction Database (ORD), a public repository of structured organic reaction records. describe an organic reaction: reactants, conditions, products, and yield Starting materials: OC1=C(C=CC(=C1)OCCOCCOC)N1N=C(C=C1)C(=O)OC (methyl 1-(2-hydroxy-4-(2-(2-methoxyethoxy)ethoxy)phenyl)-1H-pyrazole-3-carboxylate), [Li+].[OH-] (LiOH). Run in CO (methanol). Run at time 8 hour. Yields the product OC1=C(C=CC(=C1)OCCOCCOC)N1N=C(C=C1)C(=O)O (1-(2-hydroxy-4-(2-(2-methoxyethoxy)ethoxy)phenyl)-1H-pyrazole-3-carboxylic acid). Reaction SMILES: [OH:1][C:2]1[CH:7]=[C:6]([O:8][CH2:9][CH2:10][O:11][CH2:12][CH2:13][O:14][CH3:15])[CH:5]=[CH:4][C:3]=1[N:16]1[CH:20]=[CH:19][C:18]([C:21]([O:23]C)=[O:22])=[N:17]1.[Li+].[OH-]>CO>[OH:1][C:2]1[CH:7]=[C:6]([O:8][CH2:9][CH2:10][O:11][CH2:12][CH2:13][O:14][CH3:15])[CH:5]=[CH:4][C:3]=1[N:16]1[CH:20]=[CH:19][C:18]([C:21]([OH:23])=[O:22])=[N:17]1 |f:1.2|. Reported procedure: To a solution of methyl 1-(2-hydroxy-4-(2-(2-methoxyethoxy)ethoxy)phenyl)-1H-pyrazole-3-carboxylate 4 (70 mg, 0.208 mmol, 1.00 equiv) in methanol (10 mL), LiOH (50%, 6 mg, 0.250 mmol, 1.20 equiv) was added. The resulting solution was stirred overnight at room temperature. The solvent was concentrated under vacuum, the residue was applied onto a silica gel column and eluted with DCM/MeOH (3/1). This resulted in 60 mg (89%) of 1-(2-hydroxy-4-(2-(2-methoxyethoxy)ethoxy)-phenyl)-1H-pyrazole-3-carbox... The reactants are CC(=O)OI1(C=2C=CC=CC2C(=O)O1)(OC(=O)C)OC(=O)C (Dess-Martin periodinane), COC(CCCCCCC(NCC(C1=CC=CC=C1)O)=O)=O (7-(2-hydroxy-2-phenylethylcarbamoyl)heptanoic acid methyl ester). Solvent: C(Cl)Cl (methylene chloride). Yields the product COC(CCCCCCC(NCC(C1=CC=CC=C1)=O)=O)=O (7-(2-oxo-2-phenylethylcarbamoyl)heptanoic acid methyl ester). Isolated yield 72.1%. As a reaction SMILES: CC(OI1(OC(C)=O)(OC(C)=O)OC(=O)C2C=CC=CC1=2)=O.[CH3:23][O:24][C:25](=[O:44])[CH2:26][CH2:27][CH2:28][CH2:29][CH2:30][CH2:31][C:32](=[O:43])[NH:33][CH2:34][CH:35]([OH:42])[C:36]1[CH:41]=[CH:40][CH:39]=[CH:38][CH:37]=1>C(Cl)Cl>[CH3:23][O:24][C:25](=[O:44])[CH2:26][CH2:27][CH2:28][CH2:29][CH2:30][CH2:31][C:32](=[O:43])[NH:33][CH2:34][C:35](=[O:42])[C:36]1[CH:41]=[CH:40][CH:39]=[CH:38][CH:37]=1. Procedure: Add Dess-Martin periodinane (16.5 g, 38.7 mmol) to a solution of 7-(2-hydroxy-2-phenylethylcarbamoyl)heptanoic acid methyl ester (10.2 g, 33.3 mmol) in methylene chloride (360 mL) at 0° C. under nitrogen, stir and warm the mixture to room temperature for 4 hours. Filter the mixture through Celite, wash with ethyl acetate (3×100 mL) and remove the solvent under reduced pressure. Purify the residue by flash column chromatography on silica gel, eluting with hexane/ethyl acetate (60:40), to provide ... Reactants: polyphosphoric acid, C (CH4), FC=1C=C(C(=O)O)C=CC1 (3-fluorobenzoic acid), NC1=CC=CC=C1 (aniline). Reaction conditions: time 1 hour. Product: NC1=CC=C(C(=O)C2=CC(=CC=C2)F)C=C1 (4-Amino-3'-fluorobenzophenone). Reaction SMILES: [F:1][C:2]1[CH:3]=[C:4]([CH:8]=[CH:9][CH:10]=1)[C:5]([OH:7])=O.[NH2:11][C:12]1[CH:17]=[CH:16][CH:15]=[CH:14][CH:13]=1.C>>[NH2:11][C:12]1[CH:17]=[CH:16][C:15]([C:5]([C:4]2[CH:8]=[CH:9][CH:10]=[C:2]([F:1])[CH:3]=2)=[O:7])=[CH:14][CH:13]=1. Reported procedure: To stirred 90° C. polyphosphoric acid (150 g) was added 10.72 g (7.65 mmol) of 3-fluorobenzoic acid and 6.98 g (7.5 mmol) of aniline and the bath temperature raised to 180°-190° C. and held there for 1 hour. A solution was obtained at about 130° C. The heating bath was removed and the stirred mixture (sublimate above the solution) was treated cautiously with 60 mL of water. The mixture was stirred at 140°-155° C. for 1 hour, the heating bath removed, 50 mL of 3N HCl added, the mixture poured int... Starting materials: CCCCCC, CCOC(C)=O, CCO, COC(=O)c1cccc(C=O)c1[N+](=O)[O-], Nc1ccccc1. The product is COC(=O)c1cccc(C=Nc2ccccc2)c1[N+](=O)[O-]. Reaction SMILES: [CH3:23][CH2:24][CH2:25][CH2:26][CH2:27][CH3:28].[CH3:29][CH2:30][O:31][C:32]([CH3:33])=[O:34].[CH3:35][CH2:36][OH:37].[CH:1](=[O:2])[c:3]1[c:4]([N+:13](=[O:14])[O-:15])[c:5]([C:6](=[O:7])[O:8][CH3:9])[cH:10][cH:11][cH:12]1.[NH2:16][c:17]1[cH:18][cH:19][cH:20][cH:21][cH:22]1>>[CH:1]([c:3]1[c:4]([N+:13](=[O:14])[O-:15])[c:5]([C:6](=[O:7])[O:8][CH3:9])[cH:10][cH:11][cH:12]1)=[N:16][c:17]1[cH:18][cH:19][cH:20][cH:21][cH:22]1.